From a dataset of the Open Reaction Database (ORD), a public repository of structured organic reaction records. describe an organic reaction: reactants, conditions, products, and yield The reactants are CC1=CC=C(C=O)C=C1 (4-methylbenzaldehyde), [I-].C[S+](C)C (trimethylsulfonium iodide), [H-].[Na+] (sodium hydride), oil. Solvent: CS(=O)C (DMSO), CS(=O)C (DMSO), O (water). Reaction conditions: time 1 hour. Product: C1(=CC=C(C=C1)C1OC1)C (2-p-tolyloxirane). The yield is 92.3%. Reaction SMILES: [I-].[CH3:2][S+](C)C.[H-].[Na+].[CH3:8][C:9]1[CH:16]=[CH:15][C:12]([CH:13]=[O:14])=[CH:11][CH:10]=1>CS(C)=O.O>[C:9]1([CH3:8])[CH:16]=[CH:15][C:12]([CH:13]2[CH2:2][O:14]2)=[CH:11][CH:10]=1 |f:0.1,2.3|. Procedure details: The title compound was prepared by following general procedure 3. To a solution of trimethylsulfonium iodide (10.28 g, 50.37 mmol, 1.2 equiv.) in DMSO (70 mL) was added sodium hydride 60% dispersion in oil (2.82 g, 70.5 mmol, 1.7 equiv.) portionwise over 5 min. and stirred for 1 h at RT. A solution of 4-methylbenzaldehyde (5.0 g, 42.0 mmol, 1 equiv.) in DMSO (25 mL) was added to the reaction mixture dropwise over 20 min. It was stirred at RT for 4 h. The reaction mixture was checked by TLC and t... Starting materials: C(C=C)OC1=C(C(=NC(=N1)N1CCC(CC1)CO)C(=O)OCC)OCC1=CC=CC=C1 (ethyl 6-(allyloxy)-5-(benzyloxy)-2-(4-(hydroxymethyl)piperidin-1-yl)pyrimidine-4-carboxylate), N#N (N2). Reagents/catalysts: [Rh](Cl)(Cl)Cl (Rhodium(III) chloride). The solvent is C(CC)O (n-propanol). Run at temperature 100 celsius, time 8 hour. The product is C(C1=CC=CC=C1)OC1=C(N=C(NC1=O)N1CCC(CC1)CO)C(=O)OCC (Ethyl 5-(benzyloxy)-2-(4-(hydroxymethyl)piperidin-1-yl)-6-oxo-1,6-dihydropyrimidine-4-carboxylate). The yield is 75.5%. As a reaction SMILES: C([O:4][C:5]1[N:10]=[C:9]([N:11]2[CH2:16][CH2:15][CH:14]([CH2:17][OH:18])[CH2:13][CH2:12]2)[N:8]=[C:7]([C:19]([O:21][CH2:22][CH3:23])=[O:20])[C:6]=1[O:24][CH2:25][C:26]1[CH:31]=[CH:30][CH:29]=[CH:28][CH:27]=1)C=C.N#N>C(O)CC.[Rh](Cl)(Cl)Cl>[CH2:25]([O:24][C:6]1[C:5](=[O:4])[NH:10][C:9]([N:11]2[CH2:12][CH2:13][CH:14]([CH2:17][OH:18])[CH2:15][CH2:16]2)=[N:8][C:7]=1[C:19]([O:21][CH2:22][CH3:23])=[O:20])[C:26]1[CH:31]=[CH:30][CH:29]=[CH:28][CH:27]=1. Reported procedure: A solution of ethyl 6-(allyloxy)-5-(benzyloxy)-2-(4-(hydroxymethyl)piperidin-1-yl)pyrimidine-4-carboxylate (1.206 g, 2.82 mmol) in n-propanol (10 mL) was sparged with N2. Rhodium(III) chloride (0.030 g, 0.141 mmol) was added and the resulting mixture was stirred overnight at 100° C. The mixture was cooled to room temperature and partitioned between water and CH2Cl2. The organic phase was dried (Na2SO4), filtered and concentrated to give a yellow solid that was triturated with Et2O. The product w... Reactants: C(C)#N (acetonitrile), FC(C1=CC=NC=C1)(F)F (4-trifluoromethylpyridine), N-oxide, C[Si](C)(C)C#N (trimethylsilyl cyanide). The solvent is C(C)N(CC)CC (triethylamine). Reaction conditions: temperature 90 celsius, time 20 hour. Product: FC(C1=CC(=NC=C1)C#N)(F)F (4-trifluoromethylpyridine-2-carbonitrile). As a reaction SMILES: [C:1](#[N:3])C.[F:4][C:5]([F:13])([F:12])[C:6]1[CH:11]=[CH:10][N:9]=[CH:8][CH:7]=1.C[Si](C#N)(C)C>C(N(CC)CC)C>[F:4][C:5]([F:13])([F:12])[C:6]1[CH:11]=[CH:10][N:9]=[C:8]([C:1]#[N:3])[CH:7]=1. Procedure: To 70 ml of acetonitrile were added 6 g of 4-trifluoromethylpyridine=N-oxide, 10.26 ml of triethylamine, and 10.95 g of trimethylsilyl cyanide, and the mixture was stirred at 90° C. for 20 hours. Thereafter, the reaction solution was allowed to cool to room temperature, and concentrated. The residue was subjected to silica gel column chromatography to obtain 4.5 g of 4-trifluoromethylpyridine-2-carbonitrile. The product is NC(=O)Nc1sc(-c2ccccc2OC2CCNC2)cc1C(N)=O. As a reaction SMILES: [Cl:39][CH2:40][Cl:41].[NH2:1][C:2](=[O:3])[NH:4][c:5]1[s:6][c:7](-[c:13]2[c:14]([O:19][CH:20]3[CH2:21][N:22]([C:25]([O:26][C:27]([CH3:28])([CH3:29])[CH3:30])=[O:31])[CH2:23][CH2:24]3)[cH:15][cH:16][cH:17][cH:18]2)[cH:8][c:9]1[C:10](=[O:11])[NH2:12].[OH:32][C:33]([C:34]([F:35])([F:36])[F:37])=[O:38]>>[NH2:1][C:2](=[O:3])[NH:4][c:5]1[s:6][c:7](-[c:13]2[c:14]([O:19][CH:20]3[CH2:21][NH:22][CH2:23][CH2:24]3)[cH:15][cH:16][cH:17][cH:18]2)[cH:8][c:9]1[C:10](=[O:11])[NH2:12]. Reactants: ClCCl, CC(C)(C)OC(=O)N1CCC(Oc2ccccc2-c2cc(C(N)=O)c(NC(N)=O)s2)C1, O=C(O)C(F)(F)F. The reactants are O=C(CNC(=O)c1cccc(C(F)(F)F)c1)NC1CNC1, COc1ccccc1C1(O)CCC(=O)CC1. The product is COc1ccccc1C1(O)CCC(N2CC(NC(=O)CNC(=O)c3cccc(C(F)(F)F)c3)C2)CC1. As a reaction SMILES: [NH:17]1[CH2:18][CH:19]([NH:21][C:22](=[O:23])[CH2:24][NH:25][C:26]([c:27]2[cH:28][c:29]([C:33]([F:34])([F:35])[F:36])[cH:30][cH:31][cH:32]2)=[O:37])[CH2:20]1.[OH:1][C:2]1([c:9]2[c:10]([O:15][CH3:16])[cH:11][cH:12][cH:13][cH:14]2)[CH2:3][CH2:4][C:5](=[O:8])[CH2:6][CH2:7]1>>[OH:1][C:2]1([c:9]2[c:10]([O:15][CH3:16])[cH:11][cH:12][cH:13][cH:14]2)[CH2:3][CH2:4][CH:5]([N:17]2[CH2:18][CH:19]([NH:21][C:22](=[O:23])[CH2:24][NH:25][C:26]([c:27]3[cH:28][c:29]([C:33]([F:34])([F:35])[F:36])[cH:30][cH:31][cH:32]3)=[O:37])[CH2:20]2)[CH2:6][CH2:7]1.